Dataset: the Open Reaction Database (ORD), a public repository of structured organic reaction records. Task: describe an organic reaction: reactants, conditions, products, and yield Starting materials: NCCC1=CC(O)=C(O)C=C1 (dopamine), L-threo-adrenalinecarboxylic acid, C(C(CO)(CO)N)O.Cl (Tris-HCl), CC1=NC=C(C(=C1O)C=O)COP(=O)(O)O (Pridoxal-5-Phosphate), C=1C=CC(=CC1)CNC(=O)CCNNC(=O)C=2C=CN=CC2 (Nialamide), O=C1C(O)=C(O)[C@H](O1)[C@@H](O)CO (L-ascorbic acid), CNCC(O)C1=CC(O)=C(O)C=C1 (adrenaline), C1=CC(=C(C=C1[C@H](CN)O)O)O.C(C(C(=O)O)O)(C(=O)O)O (noradrenaline), O=C(O)[C@@H](N)CC1=CC=C(O)C(O)=C1 (L-DOPA), C1=CC(=C(C=C1[C@H]([C@@H](C(=O)O)N)O)O)O (L-threo-DOPS). The solvent is liquid. Reaction conditions: time 30 minute. The product is C1(O)=C(O)C(=CC=C1)N (catecholamine). RXN SMILES: C(O)[C:2]([NH2:7])([CH2:5][OH:6])[CH2:3]O.Cl.CC1[C:16]([OH:17])=[C:15](C=O)[C:14](COP(O)(O)=O)=CN=1.C1C=CC(CNC(CCNNC(C2C=CN=CC=2)=O)=O)=CC=1.O=C1O[C@H]([C@H](CO)O)C(O)=C1O.C1C([C@@H](O)[C@H](N)C(O)=O)=CC(O)=C(O)C=1.O=C([C@H](CC1C=C(O)C(O)=CC=1)N)O.CNCC(C1C=CC(O)=C(O)C=1)O.C1C([C@@H](O)CN)=CC(O)=C(O)C=1.C(O)(C(O)=O)C(O)C(O)=O.NCCC1C=CC(O)=C(O)C=1>>[C:16]1([CH:15]=[CH:14][CH:3]=[C:2]([NH2:7])[C:5]=1[OH:6])[OH:17] |f:0.1,8.9|. Procedure details: The whole brains of mice of ddY-strain were homogenized and the resulting brain homogenate was diluted with the same volume of a buffere solution (comprising 50 mM Tris-HCl (pH 8.6, 1.5 mM EDTA.2Na); 0.5 mM Pridoxal-5-Phosphate; 1 mM Nialamide; and 0.85 mM L-ascorbic acid), and the mixture was centrifuged at 10,000 g to give a supernatant liquid containing the brain enzymes. To this supernatant liquid (500 μl) was added a solution containing 4.5 mM of a substrate selected from L-threo-adrenaline... The reactants are CNCCCc1ccc(Br)cc1, ClCCl, N#Cc1cccc(N=C=O)c1. The product is CN(CCCc1ccc(Br)cc1)C(=O)Nc1cccc(C#N)c1. Reaction SMILES: [Br:12][c:13]1[cH:14][cH:15][c:16]([CH2:19][CH2:20][CH2:21][NH:22][CH3:23])[cH:17][cH:18]1.[CH2:24]([Cl:25])[Cl:26].[N:1](=[C:2]=[O:3])[c:4]1[cH:5][c:6]([C:7]#[N:8])[cH:9][cH:10][cH:11]1>>[NH:1]([C:2](=[O:3])[N:22]([CH2:21][CH2:20][CH2:19][c:16]1[cH:15][cH:14][c:13]([Br:12])[cH:18][cH:17]1)[CH3:23])[c:4]1[cH:5][c:6]([C:7]#[N:8])[cH:9][cH:10][cH:11]1. Reactants: [BH4-], CCOC(C)=O, CO, CCN1C(=O)C(C)(C)C(=O)N(C)c2cc(OCCCN)ccc21, [Na+], O, O=Cc1ccncc1. The product is CCN1C(=O)C(C)(C)C(=O)N(C)c2cc(OCCCNCc3ccncc3)ccc21. As a reaction SMILES: [BH4-:34].[CH3:36][CH2:37][O:38][C:39](=[O:40])[CH3:41].[CH3:9][OH:10].[NH2:11][CH2:12][CH2:13][CH2:14][O:15][c:16]1[cH:17][c:18]2[c:19]([cH:32][cH:33]1)[N:20]([CH2:30][CH3:31])[C:21](=[O:29])[C:22]([CH3:27])([CH3:28])[C:23](=[O:26])[N:24]2[CH3:25].[Na+:35].[OH2:42].[n:1]1[cH:2][cH:3][c:4]([CH:7]=[O:8])[cH:5][cH:6]1>>[n:1]1[cH:2][cH:3][c:4]([CH2:7][NH:11][CH2:12][CH2:13][CH2:14][O:15][c:16]2[cH:17][c:18]3[c:19]([cH:32][cH:33]2)[N:20]([CH2:30][CH3:31])[C:21](=[O:29])[C:22]([CH3:27])([CH3:28])[C:23](=[O:26])[N:24]3[CH3:25])[cH:5][cH:6]1. Reactants: O=C(Nc1ccncc1F)c1cnc2c(Nc3cccc(Br)n3)cc(Cl)nn12, CN1CCCC1=O, NC1CCC(N)CC1, O. The product is NC1CCC(Nc2cc(Nc3cccc(Br)n3)c3ncc(C(=O)Nc4ccncc4F)n3n2)CC1. As a reaction SMILES: [Br:1][c:2]1[cH:3][cH:4][cH:5][c:6]([NH:8][c:9]2[c:10]3[n:11]([n:12][c:13]([Cl:15])[cH:14]2)[c:16]([C:19](=[O:20])[NH:21][c:22]2[c:23]([F:28])[cH:24][n:25][cH:26][cH:27]2)[cH:17][n:18]3)[n:7]1.[CH3:38][N:39]1[CH2:40][CH2:41][CH2:42][C:43]1=[O:44].[CH:29]1([NH2:36])[CH2:30][CH2:31][CH:32]([NH2:35])[CH2:33][CH2:34]1.[OH2:37]>>[Br:1][c:2]1[cH:3][cH:4][cH:5][c:6]([NH:8][c:9]2[c:10]3[n:11]([n:12][c:13]([NH:36][CH:29]4[CH2:30][CH2:31][CH:32]([NH2:35])[CH2:33][CH2:34]4)[cH:14]2)[c:16]([C:19](=[O:20])[NH:21][c:22]2[c:23]([F:28])[cH:24][n:25][cH:26][cH:27]2)[cH:17][n:18]3)[n:7]1. The product is OC1=NC=C(C=C1)C1C2CCC(C1)N2 (2-(2-hydroxy-5-pyridyl)-7-azanorbornane). Procedure: Compound 53 (8.5 mg, 0.044 mmol) was dissolved in 1 ml tert-butanol. To this solution was added 1 ml 2M potassium hydroxide. After reflux for 20 hours and evaporation of butanol, the mixture was adjusted with 1M hydrochloric acid to pH 6-7. Evaporation of solvent in vacuo and purification of product with silica gel preparative thin layer chromatography developing with 20% 7N ammonia methanol in chloroform gave 4.2 mg compound 77 as an oil. Yield 50%. MS(CI) 191(M+1). 1H-NMR (CDCl3) δ 2.554 (br.s... As a reaction SMILES: F[C:2]1[CH:7]=[CH:6][C:5]([CH:8]2[CH2:13][CH:12]3[NH:14][CH:9]2[CH2:10][CH2:11]3)=[CH:4][N:3]=1.[OH-:15].[K+]>C(O)(C)(C)C>[OH:15][C:2]1[CH:7]=[CH:6][C:5]([CH:8]2[CH2:13][CH:12]3[NH:14][CH:9]2[CH2:10][CH2:11]3)=[CH:4][N:3]=1 |f:1.2|. Isolated yield 50.0%. The solvent is C(C)(C)(C)O (tert-butanol). The reactants are FC1=NC=C(C=C1)C1C2CCC(C1)N2 (2-(2-fluoro-5-pyridyl)-7-azanorbornane), [OH-].[K+] (potassium hydroxide). Reactants: BrC1=CC=C(C=C1)C1(CCN(CC1)C)C1=CC=C(C=C1)Cl (4-(4-Bromo-phenyl)-4-(4-chloro-phenyl)-1-methyl-piperidine), CC1(OB(OC1(C)C)C=1C=NNC1)C (4-(4,4,5,5-tetramethyl-1,3,2-dioxaborolan-2-yl)-1H-pyrazole). The product is ClC1=CC=C(C=C1)C1(CCN(CC1)C)C1=CC=C(C=C1)C=1C=NNC1 (4-(4-Chloro-phenyl)-1-methyl-4-[4-(1H-pyrazol-4-yl)-phenyl]-piperidine). Reaction SMILES: Br[C:2]1[CH:7]=[CH:6][C:5]([C:8]2([C:15]3[CH:20]=[CH:19][C:18]([Cl:21])=[CH:17][CH:16]=3)[CH2:13][CH2:12][N:11]([CH3:14])[CH2:10][CH2:9]2)=[CH:4][CH:3]=1.CC1(C)C(C)(C)OB([C:30]2[CH:31]=[N:32][NH:33][CH:34]=2)O1>>[Cl:21][C:18]1[CH:19]=[CH:20][C:15]([C:8]2([C:5]3[CH:6]=[CH:7][C:2]([C:30]4[CH:31]=[N:32][NH:33][CH:34]=4)=[CH:3][CH:4]=3)[CH2:13][CH2:12][N:11]([CH3:14])[CH2:10][CH2:9]2)=[CH:16][CH:17]=1. Procedure: 4-(4-Bromo-phenyl)-4-(4-chloro-phenyl)-1-methyl-piperidine was reacted with 4-(4,4,5,5-tetramethyl-1,3,2-dioxaborolan-2-yl)-1H-pyrazole following the procedure set out in Example 1 to give the title compound. LC/MS: (PS-B3) Rt 2.90 [M+H]+ 352. 1H NMR (Me-d3-OD) δ 2.41-2.53 (2H, m), 2.82 (3H, d), 2.97-3.12 (4H, m), 3.56-3.59 (2H, m), 7.28 (2H, s), 7.34 (1H, m), 7.42 (1H, d), 7.49 (1H, d), 7.54 (1H, d), 7.61 (1H, d), 7.75 (1H, d), 8.52 (2H, d). Starting materials: CNC1=Nc2ccccc2C(c2ccccc2)=NC1, CC(=O)OC(C)=O, O=NCl, c1ccncc1. Reaction SMILES: [CH3:1][NH:2][C:3]1=[N:4][c:5]2[c:6]([cH:16][cH:17][cH:18][cH:19]2)[C:7]([c:10]2[cH:11][cH:12][cH:13][cH:14][cH:15]2)=[N:8][CH2:9]1.[CH3:29][C:30]([O:31][C:32](=[O:33])[CH3:34])=[O:35].[N:20](=[O:21])[Cl:22].[cH:23]1[cH:24][cH:25][n:26][cH:27][cH:28]1>>[CH2:1]([NH:2][C:3]1=[N:4][c:5]2[c:6]([cH:16][cH:17][cH:18][cH:19]2)[C:7]([c:10]2[cH:11][cH:12][cH:13][cH:14][cH:15]2)=[N:8][CH2:9]1)[N:20]=[O:21]. Yields the product O=NCNC1=Nc2ccccc2C(c2ccccc2)=NC1.